This data is from the Open Reaction Database (ORD), a public repository of structured organic reaction records. The task is: describe an organic reaction: reactants, conditions, products, and yield Starting materials: CNC (dimethylamine), BrC1=NC(=C2N1CCCN(C2)C)C(=O)N[C@H](C(=O)NC)CC(C)C ((S)-3-bromo-8-methyl-N-(4-methyl-1-(methylamino)-1-oxopentan-2-yl)-6,7,8,9-tetrahydro-5H-imidazo[1,5-a][1,4]diazepine-1-carboxamide), BrC1=NC(=C2N1CCCN(C2)C)C(=O)N[C@H](C(=O)NC)CC(C)C ((S)-3-bromo-8-methyl-N-(4-methyl-1-(methylamino)-1-oxopentan-2-yl)-6,7,8,9-tetrahydro-5H-imidazo[1,5-a][1,4]diazepine-1-carboxamide), N[C@@H](C(C)(C)C)C(=O)O (tert-Leu-OH). The solvent is C1CCOC1 (THF). Yields the product BrC1=NC(=C2N1CCCN(C2)C)C(=O)N[C@H](C(=O)N(C)C)C(C)(C)C ((S)-3-bromo-N-(1-(dimethylamino)-3,3-dimethyl-1-oxobutan-2-yl)-8-methyl-6,7,8,9-tetrahydro-5H-imidazo[1,5-a][1,4]diazepine-1-carboxamide). As a reaction SMILES: [Br:1][C:2]1[N:6]2[CH2:7][CH2:8][CH2:9][N:10]([CH3:12])[CH2:11][C:5]2=[C:4]([C:13](N[C@@H](CC(C)C)C(NC)=O)=[O:14])[N:3]=1.[NH2:25][C@H:26]([C:31]([OH:33])=O)[C:27]([CH3:30])([CH3:29])[CH3:28].[CH3:34][NH:35][CH3:36]>C1COCC1>[Br:1][C:2]1[N:6]2[CH2:7][CH2:8][CH2:9][N:10]([CH3:12])[CH2:11][C:5]2=[C:4]([C:13]([NH:25][C@@H:26]([C:27]([CH3:30])([CH3:29])[CH3:28])[C:31]([N:35]([CH3:36])[CH3:34])=[O:33])=[O:14])[N:3]=1. Procedure details: This intermediate was prepared following the synthesis of ((S)-N-(1-amino-3,3-dimethyl-1-oxobutan-2-yl)-3-bromo-8-methyl-6,7,8,9-tetrahydro-5H-imidazo[1,5-a][1,4]diazepine-1-carboxamide (Intermediate 55B) by replacing Z-Leu-OH with tert-Leu-OH, and replacing methylamine hydrochloride with dimethylamine solution in THF. LCMS (+ESI) m/z 417.1 [M+H]+.